This data is from the Open Reaction Database (ORD), a public repository of structured organic reaction records. The task is: describe an organic reaction: reactants, conditions, products, and yield Starting materials: ClC=1C(=NC(=NC1)NC1=C(C=C(C(=C1)[N+](=O)[O-])C=1CCN(CC1)C)OC)C=1C=NN2C1C=CC=C2 (5-chloro-N-[2-methoxy-4-(1-methyl-3,6-dihydro-2H-pyridin-4-yl)-5-nitrophenyl]-4-pyrazolo[1,5-a]pyridin-3-ylpyrimidin-2-amine), ClC=1C(=NC(=NC1)NC1=C(C=C(C(=C1)[N+](=O)[O-])C=1CCN(CC1)C)OC)C=1C=NN2C1C=CC=C2 (5-chloro-N-[2-methoxy-4-(1-methyl-3,6-dihydro-2H-pyridin-4-yl)-5-nitrophenyl]-4-pyrazolo[1,5-a]pyridin-3-ylpyrimidin-2-amine), [NH4+].[Cl-] (NH4Cl). The reagents and catalysts are [Fe] (iron). Run in C(C)O (ethanol), O (water). The product is ClC=1C(=NC(=NC1)NC=1C=C(C(=CC1OC)C=1CCN(CC1)C)N)C=1C=NN2C1C=CC=C2 (N′-(5-Chloro-4-pyrazolo[1,5-a]pyridin-3-ylpyrimidin-2-yl)-4-methoxy-6-(1-methyl-3,6-dihydro-2H-pyridin-4-yl)benzene-1,3-diamine). The yield is 87.3%. As a reaction SMILES: [Cl:1][C:2]1[C:3]([C:27]2[CH:28]=[N:29][N:30]3[CH:35]=[CH:34][CH:33]=[CH:32][C:31]=23)=[N:4][C:5]([NH:8][C:9]2[CH:14]=[C:13]([N+:15]([O-])=O)[C:12]([C:18]3[CH2:19][CH2:20][N:21]([CH3:24])[CH2:22][CH:23]=3)=[CH:11][C:10]=2[O:25][CH3:26])=[N:6][CH:7]=1.[NH4+].[Cl-]>C(O)C.O.[Fe]>[Cl:1][C:2]1[C:3]([C:27]2[CH:28]=[N:29][N:30]3[CH:35]=[CH:34][CH:33]=[CH:32][C:31]=23)=[N:4][C:5]([NH:8][C:9]2[CH:14]=[C:13]([NH2:15])[C:12]([C:18]3[CH2:19][CH2:20][N:21]([CH3:24])[CH2:22][CH:23]=3)=[CH:11][C:10]=2[O:25][CH3:26])=[N:6][CH:7]=1 |f:1.2|. Reported procedure: A mixture of 5-chloro-N-[2-methoxy-4-(1-methyl-3,6-dihydro-2H-pyridin-4-yl)-5-nitrophenyl]-4-pyrazolo[1,5-a]pyridin-3-ylpyrimidin-2-amine (Intermediate 56, 470 mg, 0.96 mmol), iron (320 mg, 5.73 mmol) and NH4Cl (35.8 mg, 0.67 mmol) in ethanol (19 mL) and water (6.33 mL) was heated at reflux for 4 h. Then the mixture was cooled and concentrated in vacuo to give a thick slurry which was triturated with 10% CH3OH in CH2Cl2 (50 mL) for 15 minutes. The mixture was then filtered and a small amount of ... The reactants are C1(=CC=CC=C1)P(C1=CC=CC=C1)C1=CC=CC=C1 (triphenylphosphine), FC=1C=C(CCBr)C=CC1Br (3-fluoro-4-bromophenethylbromide), FC=1C=C(CCO)C=CC1Br (3-fluoro-4-bromophenethylalcohol), CC(C)([O-])C.[K+] (potassium-t-butoxid), C(C)C1(CCCCC1)C1CCC(CC1)CC=O (4-(ethylcyclohexyl) cyclohexylacetoaldehyde). The solvent is C1CCOC1 (THF), C1CCOC1 (THF), C=1(C(=CC=CC1)C)C (xylene), CCOCC (ether). Reaction conditions: time 2 hour. Yields the product FC=1C=C(C=CC1Br)\C=C/CCC1CCC(CC1)C1CCC(CC1)CC (1-(3-fluoro-4-bromophenyl)-4-(4-(4-ethylcyclohexyl)cyclohexyl)-2-Z-butene). The yield is 42.0%. RXN SMILES: [C:1]1(P(C2C=CC=CC=2)C2C=CC=CC=2)C=CC=C[CH:2]=1.[F:20][C:21]1[CH:22]=[C:23]([CH:27]=[CH:28][C:29]=1[Br:30])[CH2:24][CH2:25]Br.FC1C=C(C=CC=1Br)CCO.CC(C)([O-])C.[K+].C([C:50]1([CH:56]2[CH2:61][CH2:60][CH:59]([CH2:62][CH:63]=O)[CH2:58][CH2:57]2)[CH2:55][CH2:54][CH2:53][CH2:52][CH2:51]1)C>CCOCC.C1COCC1.C1(C)C(C)=CC=CC=1>[F:20][C:21]1[CH:22]=[C:23](/[CH:24]=[CH:25]\[CH2:63][CH2:62][CH:59]2[CH2:58][CH2:57][CH:56]([CH:50]3[CH2:51][CH2:52][CH:53]([CH2:1][CH3:2])[CH2:54][CH2:55]3)[CH2:61][CH2:60]2)[CH:27]=[CH:28][C:29]=1[Br:30] |f:3.4|. Procedure details: Into a flask, were placed triphenylphosphine (2.9 g, 11 mmol) and 3-fluoro-4-bromophenethylbromide (2.2 g, 11 mmol) prepared from 3-fluoro-4-bromophenethylalcohol, followed by adding and dissolving xylene (15 ml), heating under reflux for 10 hours, adding THF (10 ml) to the reaction solution and stirring under ice-cooling, adding potassium-t-butoxid (1.1 g, 10 mmol) slowly to the reaction solution, stirring the reaction solution after the completion of dropping at room temperature for 2 hours, a... Starting materials: C(C)(C)NP(OCC)(OCC)=S (O,O-diethyl isopropylphosphoramidothioate), CN(C(C(=NOC(=O)NC)SC)=O)C (methyl 2-(dimethylamino)-N-[[(methylamino)carbonyl]oxy]-2-oxoethanimidothioate), S(=O)(Cl)Cl (thionyl chloride). Solvent: N1=CC=CC=C1 (pyridine). Product: CN(C(C(=NOC(=O)NCS(=O)N(C(C)C)P(=S)(OCC)OCC)SC)=O)C (Methyl 2-(dimethylamino)-N-[[[[[(diethoxyphosphinothioyl)isopropylamino]sulfinyl]methylamino]carbonyl]oxy]-2-oxoethanimidothioate), oil. Reaction SMILES: [CH3:1][N:2]([CH3:14])[C:3](=[O:13])[C:4]([S:11][CH3:12])=[N:5][O:6][C:7]([NH:9][CH3:10])=[O:8].[S:15](Cl)(Cl)=[O:16].[CH:19]([NH:22][P:23](=[S:30])([O:27][CH2:28][CH3:29])[O:24][CH2:25][CH3:26])([CH3:21])[CH3:20]>N1C=CC=CC=1>[CH3:14][N:2]([CH3:1])[C:3](=[O:13])[C:4]([S:11][CH3:12])=[N:5][O:6][C:7]([NH:9][CH2:10][S:15]([N:22]([P:23]([O:24][CH2:25][CH3:26])([O:27][CH2:28][CH3:29])=[S:30])[CH:19]([CH3:21])[CH3:20])=[O:16])=[O:8]. Procedure details: Methyl 2-(dimethylamino)-N-[[[[[(diethoxyphosphinothioyl)isopropylamino]sulfinyl]methylamino]carbonyl]oxy]-2-oxoethanimidothioate was prepared by the procedure employed in Example 21, by reacting methyl 2-(dimethylamino)-N-[[(methylamino)carbonyl]oxy]-2-oxoethanimidothioate (3.29 g, 0.015 mole), thionyl chloride (1.79 g, 0.015 mole), and O,O-diethyl isopropylphosphoramidothioate (3.17 g, 0.015 mole) in pyridine (10 ml). Column chromatography afforded 2.6 g of an oil of the formula below, nD24 1.... The reactants are C(=O)[O-].[NH4+] (ammonium formate), C(C1=CC=CC=C1)ONC(CC1(C(N(C(C1)=O)CCC1=CC=CC=C1)=O)CC(C)C)=O (N-benzyloxy-3-(2-methylpropyl)-2,5-dioxo-1-(2-phenylethyl)-3-pyrrolidineacetamide), C(=O)[O-].[NH4+] (ammonium formate). Reagents/catalysts: [Pd] (Pd/C). Solvent: CCO (EtOH). Reaction conditions: time 2 hour. The product is ONC(CC1(C(N(C(C1)=O)CCC1=CC=CC=C1)=O)CC(C)C)=O (N-Hydroxy-3-(2-methylpropyl)-2,5-dioxo-1-(2-phenylethyl)-3-pyrrolidineacetamide). The yield is 30.1%. RXN SMILES: C([O:8][NH:9][C:10](=[O:31])[CH2:11][C:12]1([CH2:27][CH:28]([CH3:30])[CH3:29])[CH2:16][C:15](=[O:17])[N:14]([CH2:18][CH2:19][C:20]2[CH:25]=[CH:24][CH:23]=[CH:22][CH:21]=2)[C:13]1=[O:26])C1C=CC=CC=1.C([O-])=O.[NH4+]>[Pd].CCO>[OH:8][NH:9][C:10](=[O:31])[CH2:11][C:12]1([CH2:27][CH:28]([CH3:29])[CH3:30])[CH2:16][C:15](=[O:17])[N:14]([CH2:18][CH2:19][C:20]2[CH:25]=[CH:24][CH:23]=[CH:22][CH:21]=2)[C:13]1=[O:26] |f:1.2|. Reported procedure: A mixture of N-benzyloxy-3-(2-methylpropyl)-2,5-dioxo-1-(2-phenylethyl)-3-pyrrolidineacetamide (80 mg, 0.19 mmol), Pd/C (10%, 5 mg), ammonium formate (59 mg, 0.95 mmol) and EtOH (2.5 mL) is stirred at room temperature. After 2 hours, a second portion of ammonium formate (35 mg, 0.56 mmol) is added and the mixture is allowed to stir overnight at room temperature. The mixture is filtered, and the filter cake washed with MeOH (3×15 mL) and CHCl3 (3×15 mL). The filtrate is concentrated, reconstitute... Procedure details: 2-(3-Phenylsulfonyl-prop-1-yl)-cyclododecanone used hereinabove (Examples 1 and 2) as starting material was prepared as follows: 222 g (1 mole) of 2-allyl-cyclododecanone--Helv. 54, 2889 (1971)--in admixture with 132 g (1.2 mole) of thiophenol and 3.0 g of α,α'-azoisobutyronitrile were heated at 100° for 10 hours, an additional amount of 6.0 g of α,α'-azoisobutyronitrile being added over this period, portionwise, to the reaction mixture. After dilution with an excess amount of trichloroethane an... RXN SMILES: C1(S([CH2:10][CH2:11][CH2:12][CH:13]2[CH2:24][CH2:23][CH2:22][CH2:21][CH2:20][CH2:19][CH2:18][CH2:17][CH2:16][CH2:15][C:14]2=O)(=O)=O)C=CC=CC=1.C(C1CCCCCCCCCCC1=O)C=C.C1(S)C=CC=CC=1.C(Cl)C(Cl)Cl.C(OO)(=O)C.OS([O-])=O.[Na+].[OH-].[Na+]>O>[C:13]12[CH2:12][CH2:11][CH:10]=[C:14]1[CH2:15][CH2:16][CH2:17][CH2:18][CH2:19][CH2:20][CH2:21][CH2:22][CH2:23][CH:24]=2 |f:5.6,7.8|. The yield is 91.0%. Product: C12=CCCCCCCCCCC2=CCC1 (Bicyclo[10.3.0]pentadeca-1,12-diene). The solvent is O (water). Starting materials: OS(=O)[O-].[Na+] (NaHSO3), solution, [OH-].[Na+] (NaOH), C1(=CC=CC=C1)S(=O)(=O)CCCC1C(CCCCCCCCCC1)=O (2-(3-Phenylsulfonyl-prop-1-yl)-cyclododecanone), α,α'-azoisobutyronitrile, C(C)(=O)OO (peracetic acid), C(C=C)C1C(CCCCCCCCCC1)=O (2-allyl-cyclododecanone), C1(=CC=CC=C1)S (thiophenol), α,α'-azoisobutyronitrile, C(C(Cl)Cl)Cl (trichloroethane). Starting materials: ClC(Cl)Cl, CCC1(O)C2=C(CCCC2)C(=O)N1c1ccc(Cl)cc1F, [K+], O=S(=O)([O-])O. The product is CC=C1C2=C(CCCC2)C(=O)N1c1ccc(Cl)cc1F. RXN SMILES: [CH:28]([Cl:29])([Cl:30])[Cl:31].[Cl:7][c:8]1[cH:9][c:10]([F:27])[c:11]([N:14]2[C:15](=[O:26])[C:16]3=[C:21]([CH2:20][CH2:19][CH2:18][CH2:17]3)[C:22]2([CH2:23][CH3:24])[OH:25])[cH:12][cH:13]1.[K+:6].[S:1](=[O:2])(=[O:3])([OH:4])[O-:5]>>[Cl:7][c:8]1[cH:9][c:10]([F:27])[c:11]([N:14]2[C:15](=[O:26])[C:16]3=[C:21]([CH2:20][CH2:19][CH2:18][CH2:17]3)[C:22]2=[CH:23][CH3:24])[cH:12][cH:13]1. Reactants: CC(C)=CCCC(C)=CC=O (citral), C(C)(C)O (isopropanol), CC(C)=CCCC(C)=CC=O (citral). The solvent is C1(=CC=CC=C1)C (toluene). Yields the product CC(C)=CCCC(C)CC=O (citronellal). RXN SMILES: [CH3:1][C:2](=[CH:4][CH2:5][CH2:6][C:7](=[CH:9][CH:10]=[O:11])[CH3:8])[CH3:3].C(O)(C)C>C1(C)C=CC=CC=1>[CH3:1][C:2](=[CH:4][CH2:5][CH2:6][CH:7]([CH2:9][CH:10]=[O:11])[CH3:8])[CH3:3]. Procedure: Prior to the biotransformation, 0.5 ml of permeabilized cells were vortexed with 0.15 ml toluene in 2 ml screw capped glass vials and incubated for 10 min at room temperature. The other components were then added to give 1 ml of aqueous phase with the same composition as the aqueous/NADPH system, with only citral and isopropanol omitted. The reaction was started by addition of 0.05 ml of 0.4 M citral in toluene and the vials were turned vertically on a wheel at 30° C. After 3 h the complete samp... Reactants: C(C)(C)(C)OC(=O)N1CCN(CC1)C(=O)C=1C(=NC(=CC1)OC1=CC=C(C=C1)C#N)OC1=CC=C(C=C1)C#N (4-[2,6-Bis-(4-cyano-phenoxy)pyridine-3-carbonyl]-piperazine-1-carboxylic acid tert-butyl ester), C(=O)(C(F)(F)F)O (TFA). The solvent is C(Cl)Cl (DCM). Conditions: temperature 5 celsius, time 1 hour. Yields the product C(#N)C1=CC=C(OC2=NC(=CC=C2C(=O)N2CCNCC2)OC2=CC=C(C=C2)C#N)C=C1 (4-[2,6-Bis-(4-cyano phenoxy)pyridine-3-carbonyl]piperazine). The yield is 92.8%. RXN SMILES: C(OC([N:8]1[CH2:13][CH2:12][N:11]([C:14]([C:16]2[C:17]([O:31][C:32]3[CH:37]=[CH:36][C:35]([C:38]#[N:39])=[CH:34][CH:33]=3)=[N:18][C:19]([O:22][C:23]3[CH:28]=[CH:27][C:26]([C:29]#[N:30])=[CH:25][CH:24]=3)=[CH:20][CH:21]=2)=[O:15])[CH2:10][CH2:9]1)=O)(C)(C)C.C(O)(C(F)(F)F)=O>C(Cl)Cl>[C:38]([C:35]1[CH:36]=[CH:37][C:32]([O:31][C:17]2[C:16]([C:14]([N:11]3[CH2:12][CH2:13][NH:8][CH2:9][CH2:10]3)=[O:15])=[CH:21][CH:20]=[C:19]([O:22][C:23]3[CH:28]=[CH:27][C:26]([C:29]#[N:30])=[CH:25][CH:24]=3)[N:18]=2)=[CH:33][CH:34]=1)#[N:39]. Reported procedure: 4-[2,6-Bis-(4-cyano-phenoxy)pyridine-3-carbonyl]-piperazine-1-carboxylic acid tert-butyl ester 1.2 g (2.28 mmol) was dissolved in 5 ml of DCM at 5° C. under inert atmosphere. 0.7 ml of TFA was added over a 10 min period, while the temperature was maintained at 5° C. Stirring was continued for 1 h at RT and reaction progress was monitored by TLC. The reaction mixture was concentrated under reduced pressure and the residual crude product was purified by column chromatography using chloroform: ethy... Starting materials: COC(=Cc1ccc(OCCc2nc(-c3ccccc3)oc2C)c2ccsc12)C(=O)O, CO, ClCCl, [H][H], [Na+], [OH-]. Yields the product COC(Cc1ccc(OCCc2nc(-c3ccccc3)oc2C)c2ccsc12)C(=O)O. As a reaction SMILES: [CH3:1][O:2][C:3]([C:4](=[O:5])[OH:6])=[CH:7][c:8]1[cH:9][cH:10][c:11]([O:17][CH2:18][CH2:19][c:20]2[n:21][c:22](-[c:26]3[cH:27][cH:28][cH:29][cH:30][cH:31]3)[o:23][c:24]2[CH3:25])[c:12]2[c:13]1[s:14][cH:15][cH:16]2.[CH3:39][OH:40].[Cl:32][CH2:33][Cl:34].[H:37][H:38].[Na+:36].[OH-:35]>>[CH3:1][O:2][CH:3]([C:4](=[O:5])[OH:6])[CH2:7][c:8]1[cH:9][cH:10][c:11]([O:17][CH2:18][CH2:19][c:20]2[n:21][c:22](-[c:26]3[cH:27][cH:28][cH:29][cH:30][cH:31]3)[o:23][c:24]2[CH3:25])[c:12]2[c:13]1[s:14][cH:15][cH:16]2. Starting materials: FC1C2=CC(=CC=C2C=2C=CC(=CC2C1)OCCCCCC)OCCCCCC (9-fluoro-2,7-dihexyloxy-9,10-dihydrophenanthrene), C(#N)C1=C(C(=O)C(=C(C1=O)Cl)Cl)C#N (DDQ). Run in C1(=CC=CC=C1)C (toluene). Yields the product FC=1C2=CC(=CC=C2C=2C=CC(=CC2C1)OCCCCCC)OCCCCCC (9-Fluoro-2,7-dihexyloxyphenanthrene). As a reaction SMILES: [F:1][CH:2]1[CH2:15][C:14]2[CH:13]=[C:12]([O:16][CH2:17][CH2:18][CH2:19][CH2:20][CH2:21][CH3:22])[CH:11]=[CH:10][C:9]=2[C:8]2[C:3]1=[CH:4][C:5]([O:23][CH2:24][CH2:25][CH2:26][CH2:27][CH2:28][CH3:29])=[CH:6][CH:7]=2.C(C1C(=O)C(Cl)=C(Cl)C(=O)C=1C#N)#N>C1(C)C=CC=CC=1>[F:1][C:2]1[C:3]2[C:8]([C:9]3[CH:10]=[CH:11][C:12]([O:16][CH2:17][CH2:18][CH2:19][CH2:20][CH2:21][CH3:22])=[CH:13][C:14]=3[CH:15]=1)=[CH:7][CH:6]=[C:5]([O:23][CH2:24][CH2:25][CH2:26][CH2:27][CH2:28][CH3:29])[CH:4]=2. Procedure details: From 9-fluoro-2,7-dihexyloxy-9,10-dihydrophenanthrene by dehydrogenation with DDQ in toluene.